From a dataset of the Open Reaction Database (ORD), a public repository of structured organic reaction records. describe an organic reaction: reactants, conditions, products, and yield The reactants are ClC1=C(C=C(C=C1)C(C=[N+]=[N-])=O)S(NC)(=O)=O (4'-chloro-3'-methylsulfamoyl-diazoacetophenone), Cl (HCl). Run in COCCOCCOC (diethyleneglycol dimethyl ether). Yields the product ClCC(=O)C1=CC(=C(C=C1)Cl)S(NC)(=O)=O (2,4'-Dichloro-3'-methylsulfamoylacetophenone). As a reaction SMILES: [Cl:1][C:2]1[CH:7]=[CH:6][C:5]([C:8](=[O:12])[CH:9]=[N+]=[N-])=[CH:4][C:3]=1[S:13](=[O:17])(=[O:16])[NH:14][CH3:15].[ClH:18]>COCCOCCOC>[Cl:18][CH2:9][C:8]([C:5]1[CH:6]=[CH:7][C:2]([Cl:1])=[C:3]([S:13](=[O:17])(=[O:16])[NH:14][CH3:15])[CH:4]=1)=[O:12]. Procedure details: 12 g of 4'-chloro-3'-methylsulfamoyl-diazoacetophenone were reacted as prescribed in Example 66b) with concentrated HCl in diethyleneglycol dimethyl ether und worked up. Colorless crystals, melting point: 153° C. The reactants are COC1=C(C(=NC=C1)CSC=1NC2=C(N1)C=CC=C2)C (2-[(4-methoxy-3-methyl-2-pyridyl) methylthio]benzimidazole). Solvent: aqueous solution, Br (HBr). Yields the product OC1=C(C(=NC=C1)CSC=1NC2=C(N1)C=CC=C2)C (2-[(4-hydroxy-3-methyl-2-pyridyl)methylthio]benzimidazole). The yield is 68.4%. Reaction SMILES: C[O:2][C:3]1[CH:8]=[CH:7][N:6]=[C:5]([CH2:9][S:10][C:11]2[NH:12][C:13]3[CH:19]=[CH:18][CH:17]=[CH:16][C:14]=3[N:15]=2)[C:4]=1[CH3:20]>Br>[OH:2][C:3]1[CH:8]=[CH:7][N:6]=[C:5]([CH2:9][S:10][C:11]2[NH:15][C:14]3[CH:16]=[CH:17][CH:18]=[CH:19][C:13]=3[N:12]=2)[C:4]=1[CH3:20]. Procedure details: A solution of 2-[(4-methoxy-3-methyl-2-pyridyl) methylthio]benzimidazole (16.6 g) in 47% aqueous solution of HBr (250 ml) was heated for 24 hours under reflux. The reaction mixture was concentrated under reduced pressure. The concentrate was neutralized with a saturated aqueous solution of sodium hydrogencarbonate. The oily portion was separated and subjected to a silica gel column chromatography, eluting with chloroform-methanol (25:2, v/v), to give 2-[(4-hydroxy-3-methyl-2-pyridyl)methylthio]b... Procedure: The compound (25 mg, 0.066 mmol) prepared in Example 71 was treated with a saturated sodium bicarbonate solution to obtain 3-benzyl-2-methyl-4-(4-fluorobenzylamino)-1H-pyrrolo[3,2-c]pyridine (22 mg, 0.065 mmol). Sodium hydride (60%, 4.9 mg, 0.118 mmol) was added at room temperature to a solution of 3-benzyl-2-methyl-4-(4-fluorobenzylamino)-1H-pyrrolo[3,2-c]pyridine (22 mg, 0.065 mmol) in N,N-dimethylformamide (1 ml) and then the reaction mixture was stirred for 30 minutes. Iodomethane (0.007 ml,... Yields the product C(C1=CC=CC=C1)C1=C(NC2=C1C(=NC=C2)NCC2=CC=C(C=C2)F)C (3-benzyl-2-methyl-4-(4-fluorobenzylamino)-1H-pyrrolo[3,2-c]pyridine). As a reaction SMILES: Cl.[CH2:2]([C:9]1[C:13]2[C:14]([NH:18][CH2:19][C:20]3[CH:25]=[CH:24][C:23]([F:26])=[CH:22][CH:21]=3)=[N:15][CH:16]=[CH:17][C:12]=2[NH:11][C:10]=1[CH3:27])[C:3]1[CH:8]=[CH:7][CH:6]=[CH:5][CH:4]=1.C(=O)(O)[O-].[Na+]>>[CH2:2]([C:9]1[C:13]2[C:14]([NH:18][CH2:19][C:20]3[CH:21]=[CH:22][C:23]([F:26])=[CH:24][CH:25]=3)=[N:15][CH:16]=[CH:17][C:12]=2[NH:11][C:10]=1[CH3:27])[C:3]1[CH:4]=[CH:5][CH:6]=[CH:7][CH:8]=1 |f:0.1,2.3|. Yield: 98.5%. Starting materials: Cl.C(C1=CC=CC=C1)C1=C(NC2=C1C(=NC=C2)NCC2=CC=C(C=C2)F)C (3-benzyl-2-methyl-4-(4-fluorobenzylamino)-1H-pyrrolo[3,2-c]pyridine hydrochloride), C([O-])(O)=O.[Na+] (sodium bicarbonate). Starting materials: 9(iii), C1CCN2CCC(CC12)=O ((±)-1,2,3,5,6,7,8,8a-octahydroindolizine-7-one), C(C1=CC=CC=C1)N1CCC(CC1)=O (1-benzylpiperidine-4-one), FC1=CC=C(C=C1)C=1NC=C(C1C1=CC=NC=C1)CCCNC(C(F)(F)F)=O (2-(4-Fluorophenyl)-3-(pyridin-4-yl)-4-(3-trifluoroacetylaminopropyl)-1H-pyrrole), BrC=1C(=C(N(C1)[Si](C(C)C)(C(C)C)C(C)C)C1=CC=C(C=C1)F)C1=CC=NC=C1 (4-bromo-2-(4-fluorophenyl)-3-(pyridin-4-yl)-1-triisopropylsilyl-1H-pyrrole). Product: C1CCN2CC=C(CC12)C=1C(=C(NC1)C1=CC=CC=C1)C1=CC=NC=C1 ((±)-4-(1,2,3,5,8,8a-Hexahydroindolizin-7-yl)-2-phenyl-3-(pyridin-4-yl)-1H-pyrrole). RXN SMILES: F[C:2]1[CH:7]=[CH:6][C:5]([C:8]2[NH:9][CH:10]=[C:11]([CH2:19][CH2:20][CH2:21][NH:22][C:23](=O)[C:24](F)(F)F)[C:12]=2[C:13]2[CH:18]=[CH:17][N:16]=[CH:15][CH:14]=2)=[CH:4][CH:3]=1.Br[C:30]1[C:31](C2C=CN=CC=2)=C(C2C=CC(F)=CC=2)N([Si](C(C)C)(C(C)C)C(C)C)[CH:34]=1.C1C2N(CCC(=O)C2)CC1.C(N1CCC(=O)CC1)C1C=CC=CC=1>>[CH2:34]1[CH:30]2[N:22]([CH2:21][CH:20]=[C:19]([C:11]3[C:12]([C:13]4[CH:18]=[CH:17][N:16]=[CH:15][CH:14]=4)=[C:8]([C:5]4[CH:6]=[CH:7][CH:2]=[CH:3][CH:4]=4)[NH:9][CH:10]=3)[CH2:31]2)[CH2:23][CH2:24]1. Procedure details: In a similar manner to the procedures described in Examples 9(i) and 9(iii) above, coupling, dehydration and desilylation reactions were carried out using 4-bromo-2-phenyl-3-(pyridin-4-yl)-1-triisopropylsilyl-1H-pyrrole (prepared as described in Preparative Example 2 below), instead of 4-bromo-2-(4-fluorophenyl)-3-(pyridin-4-yl)-1-triisopropylsilyl-1H-pyrrole, and (±)-1,2,3,5,6,7,8,8a-octahydroindolizine-7-one, instead of 1-benzylpiperidine-4-one, as starting materials to afford a mixture of the... Reactants: N=1NC(N2C1C=CC=C2)=O ([1,2,4]triazolo[4,3-a]pyridin-3(2H)-one), C(CC#C)O (but-3-yn-1-ol). The product is C(CC#C)N1N=C2N(C=CC=C2)C1=O (2-(but-3-ynyl)-[1,2,4]triazolo[4,3-a]pyridin-3(2H)-one). The yield is 26.3%. Reaction SMILES: [N:1]1[NH:2][C:3](=[O:10])[N:4]2[CH:9]=[CH:8][CH:7]=[CH:6][C:5]=12.[CH2:11](O)[CH2:12][C:13]#[CH:14]>>[CH2:14]([N:2]1[C:3](=[O:10])[N:4]2[CH:9]=[CH:8][CH:7]=[CH:6][C:5]2=[N:1]1)[CH2:13][C:12]#[CH:11]. Reported procedure: The title compound was prepared in accordance with the general method of Example 109(D), from [1,2,4]triazolo[4,3-a]pyridin-3(2H)-one (405 mg, 3.00 mmol) and but-3-yn-1-ol (200 mg, 2.85 mmol). The crude residue was purified by flash chromatography (DCM/MeOH 99:1) to yield 140 mg (0.75 mmol, 26%) of 2-(but-3-ynyl)-[1,2,4]triazolo[4,3-a]pyridin-3(2H)-one. Reactants: NC1=CC(=NN1C1=CC=C(C=C1)O)C(C)(C)C (4-(5-amino-3-tert-butyl-pyrazol-1-yl)phenol), COCCO (2-methoxyethanol), C1CCN(CC1)C(=O)N=NC(=O)N2CCCCC2 (ADDP), C1(=CC=CC=C1)P(C1=CC=CC=C1)C1=CC=CC=C1 (triphenylphosphine). The solvent is C1CCOC1 (THF), CCOC(=O)C (EtOAc). Run at time 18 hour. The product is C(C)(C)(C)C=1C=C(N(N1)C1=CC=C(C=C1)OCCOC)N (5-tert-butyl-2-[4-(2-methoxyethoxy)phenyl]-2H-pyrazol-3-ylamine). RXN SMILES: [NH2:1][C:2]1[N:6]([C:7]2[CH:12]=[CH:11][C:10]([OH:13])=[CH:9][CH:8]=2)[N:5]=[C:4]([C:14]([CH3:17])([CH3:16])[CH3:15])[CH:3]=1.[CH3:18][O:19][CH2:20][CH2:21]O.C1CCN(C(N=NC(N2CCCCC2)=O)=O)CC1.C1(P(C2C=CC=CC=2)C2C=CC=CC=2)C=CC=CC=1>C1COCC1.CCOC(C)=O>[C:14]([C:4]1[CH:3]=[C:2]([NH2:1])[N:6]([C:7]2[CH:12]=[CH:11][C:10]([O:13][CH2:21][CH2:20][O:19][CH3:18])=[CH:9][CH:8]=2)[N:5]=1)([CH3:17])([CH3:16])[CH3:15]. Reported procedure: A mixture of 4-(5-amino-3-tert-butyl-pyrazol-1-yl)phenol (500 mg, 2.16 mmol), 2-methoxyethanol (164.5 mg, 2.16 mmol), ADDP (818.2 mg, 3.24 mmol, 1.5 eq), and triphenylphosphine (850.5 mg, 3.24 mmol, 1.5 eq) in anhydrous THF was stirred at ambient temperature under nitrogen for 18 h. The reaction mixture was poured into EtOAc, and the organic layer was washed with water and brine, dried over Na2SO4, filtered, and concentrated at reduced pressure. Purification by MPLC (eluting with 25% EtOAc/hexan... Starting materials: O=C([O-])[O-], CC(=O)Oc1c(F)cccc1C1CC1, CO, Cl, [K+], [K+]. Product: Oc1c(F)cccc1C1CC1. Reaction SMILES: [C:1](=[O:2])([O-:3])[O-:4].[C:7](=[O:8])([CH3:9])[O:10][c:11]1[c:12]([CH:18]2[CH2:19][CH2:20]2)[cH:13][cH:14][cH:15][c:16]1[F:17].[CH3:22][OH:23].[ClH:21].[K+:5].[K+:6]>>[OH:10][c:11]1[c:12]([CH:18]2[CH2:19][CH2:20]2)[cH:13][cH:14][cH:15][c:16]1[F:17]. The reactants are CCc1nc(-c2cccc(C)c2)c(-c2ccnc(NC(=O)Cc3ccccc3)c2)s1, CI, CS(C)=O, [Cl-], [H-], [NH4+], [Na+]. The product is CCc1nc(-c2cccc(C)c2)c(-c2ccnc(N(C)C(=O)Cc3ccccc3)c2)s1. RXN SMILES: [CH2:3]([CH3:4])[c:5]1[s:6][c:7](-[c:17]2[cH:18][c:19]([NH:23][C:24]([CH2:25][c:26]3[cH:27][cH:28][cH:29][cH:30][cH:31]3)=[O:32])[n:20][cH:21][cH:22]2)[c:8](-[c:10]2[cH:11][c:12]([CH3:16])[cH:13][cH:14][cH:15]2)[n:9]1.[CH3:33][I:34].[CH3:37][S:38](=[O:39])[CH3:40].[Cl-:35].[H-:1].[NH4+:36].[Na+:2]>>[CH2:3]([CH3:4])[c:5]1[s:6][c:7](-[c:17]2[cH:18][c:19]([N:23]([C:24]([CH2:25][c:26]3[cH:27][cH:28][cH:29][cH:30][cH:31]3)=[O:32])[CH3:33])[n:20][cH:21][cH:22]2)[c:8](-[c:10]2[cH:11][c:12]([CH3:16])[cH:13][cH:14][cH:15]2)[n:9]1. Reactants: CN1CCC(O)(c2ccccc2Cc2ccccc2)CC1, O=C(O)C1CC1, [Cl-]. The product is CN1CCC(OC(=O)C2CC2)(c2ccccc2Cc2ccccc2)CC1, Cl. As a reaction SMILES: [CH3:1][N:2]1[CH2:3][CH2:4][C:5]([OH:8])([c:9]2[c:10]([CH2:15][c:16]3[cH:17][cH:18][cH:19][cH:20][cH:21]3)[cH:11][cH:12][cH:13][cH:14]2)[CH2:6][CH2:7]1.[CH:23]1([C:26](=[O:27])[OH:28])[CH2:24][CH2:25]1.[Cl-:22]>>[CH3:1][N:2]1[CH2:3][CH2:4][C:5]([O:8][C:26]([CH:23]2[CH2:24][CH2:25]2)=[O:27])([c:9]2[c:10]([CH2:15][c:16]3[cH:17][cH:18][cH:19][cH:20][cH:21]3)[cH:11][cH:12][cH:13][cH:14]2)[CH2:6][CH2:7]1.[ClH:22].